From a dataset of the Open Reaction Database (ORD), a public repository of structured organic reaction records. describe an organic reaction: reactants, conditions, products, and yield Reaction SMILES: [BH4-:30].[CH3:32][CH2:33][OH:34].[CH:22](=[O:23])[c:24]1[cH:25][cH:26][cH:27][cH:28][cH:29]1.[NH2:1][CH2:2][CH:3]([CH2:4][C:5](=[O:6])[O:7][C:8]([CH3:9])([CH3:10])[CH3:11])[NH:12][c:13]1[cH:14][c:15]([Cl:21])[c:16]([C:19]#[N:20])[cH:17][cH:18]1.[Na+:31]>>[NH:1]([CH2:2][CH:3]([CH2:4][C:5](=[O:6])[O:7][C:8]([CH3:9])([CH3:10])[CH3:11])[NH:12][c:13]1[cH:14][c:15]([Cl:21])[c:16]([C:19]#[N:20])[cH:17][cH:18]1)[CH2:22][c:24]1[cH:25][cH:26][cH:27][cH:28][cH:29]1. Starting materials: [BH4-], CCO, O=Cc1ccccc1, CC(C)(C)OC(=O)CC(CN)Nc1ccc(C#N)c(Cl)c1, [Na+]. Product: CC(C)(C)OC(=O)CC(CNCc1ccccc1)Nc1ccc(C#N)c(Cl)c1. Starting materials: O=C([O-])O, ClCCl, N#CBr, [Na+], O, OC1CCNCC1. Yields the product N#CN1CCC(O)CC1. Reaction SMILES: [C:1](=[O:2])([OH:3])[O-:4].[Cl:17][CH2:18][Cl:19].[N:13]#[C:14][Br:15].[Na+:5].[OH2:16].[OH:6][CH:7]1[CH2:8][CH2:9][NH:10][CH2:11][CH2:12]1>>[OH:6][CH:7]1[CH2:8][CH2:9][N:10]([C:14]#[N:13])[CH2:11][CH2:12]1. Reactants: CC(C)C=1C(=C(C2=CC=C(C=C2C1)OC)OC1=CC=C(C=C1)/C=C/C(=O)O)C1=CC=CC=C1 ((2E)-3-(4-{[3-(1-Methylethyl)-6-(methyloxy)-2-phenyl-1-naphthalenyl]oxy}phenyl)-2-propenoic acid), B(Br)(Br)Br (BBr3). Run in C(Cl)Cl (CH2Cl2). The product is OC=1C=C2C=C(C(=C(C2=CC1)OC1=CC=C(C=C1)/C=C/C(=O)O)C1=CC=CC=C1)C(C)C ((2E)-3-(4-{[6-Hydroxy-3-(1-methylethyl)-2-phenyl-1-naphthalenyl]oxy}phenyl)-2-propenoic acid). Yield: 70.7%. Reaction SMILES: [CH3:1][CH:2]([C:4]1[C:5]([C:28]2[CH:33]=[CH:32][CH:31]=[CH:30][CH:29]=2)=[C:6]([O:16][C:17]2[CH:22]=[CH:21][C:20](/[CH:23]=[CH:24]/[C:25]([OH:27])=[O:26])=[CH:19][CH:18]=2)[C:7]2[C:12]([CH:13]=1)=[CH:11][C:10]([O:14]C)=[CH:9][CH:8]=2)[CH3:3].B(Br)(Br)Br>C(Cl)Cl>[OH:14][C:10]1[CH:11]=[C:12]2[C:7](=[CH:8][CH:9]=1)[C:6]([O:16][C:17]1[CH:18]=[CH:19][C:20](/[CH:23]=[CH:24]/[C:25]([OH:27])=[O:26])=[CH:21][CH:22]=1)=[C:5]([C:28]1[CH:29]=[CH:30][CH:31]=[CH:32][CH:33]=1)[C:4]([CH:2]([CH3:3])[CH3:1])=[CH:13]2. Procedure: The methyl ether (75) (0.15 g, 0.34 mmol) was treated with BBr3 in CH2Cl2 to give the crude product as a yellow viscous oil, which was purified by reverse phase preparation HPLC on Agilent 1100 to afford 102 mg (70%) of the title compound (76) as a light yellow solid. mp 198-199° C. 1H NMR (400 MHz, CH3OH-d4): δ 1.18 (d, J=6.8 Hz, 6H), 2.88 (sept, J=6.8 Hz, 1H), 6.26 (d, J=15.9 Hz, 1H), 6.54 (d, J=8.6 Hz, 2H), 6.96 (dd, J1=9.2 Hz, J2=2.4 Hz, 1H), 7.08-7.15 (m, 2H), 7.17 (d, J=2.2 Hz, 1H), 7.18-7... Starting materials: OC(C(=O)O)C(CC1=CC=CC=C1)NC(C1=C(N=CC=C1)N1N=C(C=C1)C1=CC=CC=C1)=O (2-hydroxy-4-phenyl-3-(2-(3-phenyl-1H-pyrazol-1-yl)nicotinamido)butanoic acid), C1(CC1)N (cyclopropylamine). Yields the product C1(CC1)NC(C(C(CC1=CC=CC=C1)NC(C1=C(N=CC=C1)N1N=C(C=C1)C1=CC=CC=C1)=O)O)=O (N-(4-(Cyclopropylamino)-3-hydroxy-4-oxo-1-phenylbutan-2-yl)-2-(3-phenyl-1H-pyrazol-1-yl)nicotinamide). Reaction SMILES: [OH:1][CH:2]([CH:6]([NH:14][C:15](=[O:33])[C:16]1[CH:21]=[CH:20][CH:19]=[N:18][C:17]=1[N:22]1[CH:26]=[CH:25][C:24]([C:27]2[CH:32]=[CH:31][CH:30]=[CH:29][CH:28]=2)=[N:23]1)[CH2:7][C:8]1[CH:13]=[CH:12][CH:11]=[CH:10][CH:9]=1)[C:3]([OH:5])=O.[CH:34]1([NH2:37])[CH2:36][CH2:35]1>>[CH:34]1([NH:37][C:3](=[O:5])[CH:2]([OH:1])[CH:6]([NH:14][C:15](=[O:33])[C:16]2[CH:21]=[CH:20][CH:19]=[N:18][C:17]=2[N:22]2[CH:26]=[CH:25][C:24]([C:27]3[CH:32]=[CH:31][CH:30]=[CH:29][CH:28]=3)=[N:23]2)[CH2:7][C:8]2[CH:13]=[CH:12][CH:11]=[CH:10][CH:9]=2)[CH2:36][CH2:35]1. Reported procedure: The reaction was carried out in analogy to reaction step 1.3 by reacting 2-hydroxy-4-phenyl-3-(2-(3-phenyl-1H-pyrazol-1-yl)nicotinamido)butanoic acid with cyclopropylamine; ESI-MS [M+H]+: 482.2 Reaction SMILES: [CH2:1]([N:3]([CH2:17][CH3:18])[CH2:4][CH:5]1[CH2:9][CH2:8][N:7](CC2C=CC=CC=2)[CH2:6]1)[CH3:2].[H][H]>[Pd].CO>[CH2:17]([N:3]([CH2:1][CH3:2])[CH2:4][CH:5]1[CH2:9][CH2:8][NH:7][CH2:6]1)[CH3:18]. Solvent: CO (methyl alcohol). Run at time 20.3 hour. Reactants: C(C)N(CC1CN(CC1)CC1=CC=CC=C1)CC (N,N-diethyl-1-(phenylmethyl)-3-pyrrolidinemethanamine), [H][H] (hydrogen). Yield: 101.7%. Procedure details: A mixture of 25.4 g (0.10 mole) of N,N-diethyl-1-(phenylmethyl)-3-pyrrolidinemethanamine, 200 ml of methyl alcohol, 2 g of palladium on carbon and hydrogen were shaken at a pressure of 51.5 psi. After 20.3 hours, the catalyst was filtered and the filtrate concentrated under reduced pressure. The residue was bulb to bulb distilled giving 15.9 g of N,N-diethyl-3-pyrrolidinemethanamine. Reagents/catalysts: [Pd] (palladium on carbon). The product is C(C)N(CC1CNCC1)CC (N,N-diethyl-3-pyrrolidinemethanamine). The reactants are CC(=O)OC(CBr)CC(=O)O, CCCC[N+](CCCC)(CCCC)CCCC, CO, [OH-], O. The product is CCCC[N+](CCCC)(CCCC)CCCC, O=C(O)CC1CO1. RXN SMILES: [C:1](=[O:3])([O:4][CH:5]([CH2:6][C:7](=[O:8])[OH:9])[CH2:10][Br:2])[CH3:11].[CH2:13]([CH2:14][CH2:15][CH3:16])[N+:17]([CH2:18][CH2:19][CH2:20][CH3:21])([CH2:22][CH2:23][CH2:24][CH3:25])[CH2:26][CH2:27][CH2:28][CH3:29].[CH3:30][OH:31].[OH-:12].[OH2:32]>>[CH2:13]([CH2:14][CH2:15][CH3:16])[N+:17]([CH2:18][CH2:19][CH2:20][CH3:21])([CH2:22][CH2:23][CH2:24][CH3:25])[CH2:26][CH2:27][CH2:28][CH3:29].[O:4]1[CH:5]([CH2:6][C:7](=[O:8])[OH:9])[CH2:10]1. The reactants are C(C)(C)(C)OC1=NC=C(C(=O)O)C=C1 (6-tert-butoxynicotinic acid), CC(=O)C (acetone), C([O-])([O-])=O.[K+].[K+] (potassium carbonate), CI (methyl iodide). Run in O (water), C(C)(=O)OCC (Ethyl acetate). Conditions: temperature 35 celsius, time 8 hour. Yields the product C(C)(C)(C)OC1=NC=C(C(=O)OC)C=C1 (methyl 6-tert-butoxynicotinate). RXN SMILES: [C:1]([O:5][C:6]1[CH:14]=[CH:13][C:9]([C:10]([OH:12])=[O:11])=[CH:8][N:7]=1)([CH3:4])([CH3:3])[CH3:2].[CH3:15]C(C)=O.C(=O)([O-])[O-].[K+].[K+].CI>O.C(OCC)(=O)C>[C:1]([O:5][C:6]1[CH:14]=[CH:13][C:9]([C:10]([O:12][CH3:15])=[O:11])=[CH:8][N:7]=1)([CH3:4])([CH3:2])[CH3:3] |f:2.3.4|. Procedure details: To a mixed liquid of 2163 mg of 6-tert-butoxynicotinic acid and 32 ml of acetone were added 2297 mg of potassium carbonate and 0.97 ml of methyl iodide, followed by stirring at 35° C. overnight. Ethyl acetate and water were added thereto to carry out liquid separation, and the organic layer was dried over anhydrous magnesium sulfate and then concentrated under reduced pressure to obtain 1.191 g of methyl 6-tert-butoxynicotinate. Reactants: COc1ccc2cc(Br)ccc2c1[N+](=O)[O-], CN(C)C=O, NC1CCCCC1. Product: O=[N+]([O-])c1c(NC2CCCCC2)ccc2cc(Br)ccc12. As a reaction SMILES: [Br:1][c:2]1[cH:3][c:4]2[cH:5][cH:6][c:7]([O:15][CH3:16])[c:8]([N+:12](=[O:13])[O-:14])[c:9]2[cH:10][cH:11]1.[CH3:24][N:25]([CH3:26])[CH:27]=[O:28].[NH2:17][CH:18]1[CH2:19][CH2:20][CH2:21][CH2:22][CH2:23]1>>[Br:1][c:2]1[cH:3][c:4]2[cH:5][cH:6][c:7]([NH:17][CH:18]3[CH2:19][CH2:20][CH2:21][CH2:22][CH2:23]3)[c:8]([N+:12](=[O:13])[O-:14])[c:9]2[cH:10][cH:11]1.